describe an organic reaction: reactants, conditions, products, and yield From a dataset of the Open Reaction Database (ORD), a public repository of structured organic reaction records. Starting materials: NCCSCC1=CC=C(O1)CN(C)C (5-[[(2-aminoethyl)thio]methyl]N,N-dimethyl-2-furanmethanamine), C(#N)N=C(NCCSCC=1OC(=CC1)CN(C)C)SC (N'-cyano-N-[2-[[5-[(dimethylamino)methyl]-2-furanylmethyl]thio]ethyl]carbamimidothioic acid, methyl ester). The product is C(#N)N=C(NCCSCC=1OC(=CC1)CN(C)C)NCCSCC=1OC(=CC1)CN(C)C (N"-Cyano-N,N'-bis[2-[[5-[(dimethylamino)methyl]-2-furanylmethyl]thio]ethyl]guanidine). Isolated yield 57.1%. As a reaction SMILES: [NH2:1][CH2:2][CH2:3][S:4][CH2:5][C:6]1[O:10][C:9]([CH2:11][N:12]([CH3:14])[CH3:13])=[CH:8][CH:7]=1.[C:15]([N:17]=[C:18](SC)[NH:19][CH2:20][CH2:21][S:22][CH2:23][C:24]1[O:25][C:26]([CH2:29][N:30]([CH3:32])[CH3:31])=[CH:27][CH:28]=1)#[N:16]>>[C:15]([N:17]=[C:18]([NH:19][CH2:20][CH2:21][S:22][CH2:23][C:24]1[O:25][C:26]([CH2:29][N:30]([CH3:32])[CH3:31])=[CH:27][CH:28]=1)[NH:1][CH2:2][CH2:3][S:4][CH2:5][C:6]1[O:10][C:9]([CH2:11][N:12]([CH3:14])[CH3:13])=[CH:8][CH:7]=1)#[N:16]. Procedure details: A mixture of 5-[[(2-aminoethyl)thio]methyl]N,N-dimethyl-2-furanmethanamine (1.39 g) and N'-cyano-N-[2-[[5-[(dimethylamino)methyl]-2-furanylmethyl]thio]ethyl]carbamimidothioic acid, methyl ester (2.0 g) was heated at 120° for 2 days. The oily product was subjected to column chromatography (silica-methanol) giving the title compound as a yellow oil (1.75 g). Starting materials: O=C([O-])O, CO, CC(C)c1ccc(C(=O)O)cc1, NN, [Na+], O, O=S(=O)(O)O. The product is COC(=O)c1ccc(C(C)C)cc1. As a reaction SMILES: [C:21](=[O:22])([O-:23])[OH:24].[CH3:26][OH:27].[CH:1]([CH3:2])([CH3:3])[c:4]1[cH:5][cH:6][c:7]([C:8](=[O:9])[OH:10])[cH:11][cH:12]1.[NH2:19][NH2:20].[Na+:25].[OH2:18].[S:13](=[O:14])(=[O:15])([OH:16])[OH:17]>>[CH:1]([CH3:2])([CH3:3])[c:4]1[cH:5][cH:6][c:7]([C:8](=[O:9])[O:10][CH3:21])[cH:11][cH:12]1. Starting materials: [Li]CCCC (n-BuLi), BrC=1N=C(SC1)N1CCOCC1 (4-(4-bromothiazol-2-yl)morpholine), FC(C(=O)N(C)OC)(F)F (2,2,2-trifluoro-N-methoxy-N-methylacetamide). The solvent is C(C)OCC (diethyl ether), C1CCOC1 (THF). Conditions: temperature 0 celsius, time 20 minute. The product is FC(C(=O)C=1N=C(SC1)N1CCOCC1)(F)F (2,2,2-Trifluoro-1-(2-morpholin-4-yl-thiazol-4-yl)ethanone). Isolated yield 47.0%. RXN SMILES: Br[C:2]1[N:3]=[C:4]([N:7]2[CH2:12][CH2:11][O:10][CH2:9][CH2:8]2)[S:5][CH:6]=1.[Li]CCCC.[F:18][C:19]([F:27])([F:26])[C:20](N(OC)C)=[O:21]>C(OCC)C.C1COCC1>[F:18][C:19]([F:27])([F:26])[C:20]([C:2]1[N:3]=[C:4]([N:7]2[CH2:12][CH2:11][O:10][CH2:9][CH2:8]2)[S:5][CH:6]=1)=[O:21]. Reported procedure: To a chilled (−78° C.) solution of 4-(4-bromothiazol-2-yl)morpholine (249 mg, 1.00 mmol) in dry diethyl ether (10 mL) was added n-BuLi (480 μL, 2.5 M in hexanes, 1.20 mmol). After 20 minutes, a solution of 2,2,2-trifluoro-N-methoxy-N-methylacetamide (224 μL, 2 mmol) in THF (10 mL) was added over 10 minutes. After 30 minutes, the mixture was warmed to 0° C. After 30 minutes, the mixture was quenched with 10 mL of water, warmed to room temperature, and extracted with three 10 mL portions of ethyl ... Starting materials: C, CO, CC(C)=Cc1c(C)cccc1C(=O)NC1(C(=O)O)Cc2c(F)ccc(F)c2C1, [Pd]. Yields the product Cc1cccc(C(=O)NC2(C(=O)O)Cc3c(F)ccc(F)c3C2)c1CC(C)C. RXN SMILES: [C:31].[CH3:29][OH:30].[F:1][c:2]1[c:3]2[c:7]([c:8]([F:11])[cH:9][cH:10]1)[CH2:6][C:5]([C:12](=[O:13])[OH:14])([NH:15][C:16]([c:17]1[c:18]([CH:24]=[C:25]([CH3:26])[CH3:27])[c:19]([CH3:23])[cH:20][cH:21][cH:22]1)=[O:28])[CH2:4]2.[Pd:32]>>[F:1][c:2]1[c:3]2[c:7]([c:8]([F:11])[cH:9][cH:10]1)[CH2:6][C:5]([C:12](=[O:13])[OH:14])([NH:15][C:16]([c:17]1[c:18]([CH2:24][CH:25]([CH3:26])[CH3:27])[c:19]([CH3:23])[cH:20][cH:21][cH:22]1)=[O:28])[CH2:4]2. Starting materials: [Br-], CCOc1cc(C(=O)N(C)OC)cc(S(F)(F)(F)(F)F)c1, CC[Mg+], C1CCOC1. Yields the product CCOc1cc(C(=O)CC)cc(S(F)(F)(F)(F)F)c1. Reaction SMILES: [Br-:22].[CH2:1]([CH3:2])[O:3][c:4]1[cH:5][c:6]([C:7](=[O:8])[N:9]([O:10][CH3:11])[CH3:12])[cH:13][c:14]([S:16]([F:17])([F:18])([F:19])([F:20])[F:21])[cH:15]1.[CH2:23]([CH3:24])[Mg+:25].[CH2:26]1[O:27][CH2:28][CH2:29][CH2:30]1>>[CH2:1]([CH3:2])[O:3][c:4]1[cH:5][c:6]([C:7](=[O:8])[CH2:23][CH3:24])[cH:13][c:14]([S:16]([F:17])([F:18])([F:19])([F:20])[F:21])[cH:15]1. Starting materials: C(C)OC(CNC1=NC=CC=C1NC(=O)C=1SC(=CC1)C)=O (N-[3-[(5-methyl-2-thienylcarbonyl)amino]-2-pyridinyl]glycine ethyl ester), O (water). The solvent is C(CO)O (ethylene glycol). Yields the product C(C)OC(CN1C(=NC=2C1=NC=CC2)C=2SC(=CC2)C)=O (2-(5-Methyl-2-thienyl)-3H-imidazo[4,5-b]pyridine-3-acetic acid ethyl ester). Yield: 0.9%. As a reaction SMILES: [CH2:1]([O:3][C:4](=[O:22])[CH2:5][NH:6][C:7]1[C:12]([NH:13][C:14]([C:16]2[S:17][C:18]([CH3:21])=[CH:19][CH:20]=2)=O)=[CH:11][CH:10]=[CH:9][N:8]=1)[CH3:2].O>C(O)CO>[CH2:1]([O:3][C:4](=[O:22])[CH2:5][N:6]1[C:7]2=[N:8][CH:9]=[CH:10][CH:11]=[C:12]2[N:13]=[C:14]1[C:16]1[S:17][C:18]([CH3:21])=[CH:19][CH:20]=1)[CH3:2]. Reported procedure: A solution of N-[3-[(5-methyl-2-thienylcarbonyl)amino]-2-pyridinyl]glycine ethyl ester (93.8 g, 0.293 mole) in ethylene glycol (500 ml) was refluxed for 45 minutes and cooled. A 10-ml aliquot was taken (0.005 mole) and added to water. The product was extracted into ethyl acetate twice and the combined organic layer was washed twice with water, dried over magnesium sulfate, treated with charcoal, filtered, and evaporated under reduced pressure to give 0.8 g (53% yield) of solid. The solid was rec... Starting materials: COC1=CC=C(C=C1)N=NC1=CC=C(C(C(=O)Cl)=C1)O (5-(4-Methoxyphenylazo)salicoyl chloride), NC=1C=CC2=C(N=CN2)C1 (6-aminobenzimidazole). Product: N1=CNC2=C1C=C(C=C2)NC(C2=C(C=CC(=C2)N=NC2=CC=C(C=C2)OC)O)=O (N-(benzimidazol-6-yl)-2-hydroxy-5-(4-methoxyphenylazo)benzamide). RXN SMILES: [CH3:1][O:2][C:3]1[CH:8]=[CH:7][C:6]([N:9]=[N:10][C:11]2[CH:19]=[C:15]([C:16](Cl)=[O:17])[C:14]([OH:20])=[CH:13][CH:12]=2)=[CH:5][CH:4]=1.[NH2:21][C:22]1[CH:23]=[CH:24][C:25]2[NH:29][CH:28]=[N:27][C:26]=2[CH:30]=1>>[N:27]1[C:26]2[CH:30]=[C:22]([NH:21][C:16](=[O:17])[C:15]3[CH:19]=[C:11]([N:10]=[N:9][C:6]4[CH:7]=[CH:8][C:3]([O:2][CH3:1])=[CH:4][CH:5]=4)[CH:12]=[CH:13][C:14]=3[OH:20])[CH:23]=[CH:24][C:25]=2[NH:29][CH:28]=1. Procedure: 5-(4-Methoxyphenylazo)salicoyl chloride and 6-aminobenzimidazole were reacted together as described for Preparation 7. The product was crystallized in aqueous pyridine, m.p. 274°, λmax (methanol)=350 nm. RXN SMILES: [OH:1][C:2]1[C:3]([C:12](O)=O)=[CH:4][C:5]2[C:10]([CH:11]=1)=[CH:9][CH:8]=[CH:7][CH:6]=2.[Cl:15][C:16]1[CH:21]=[CH:20][C:19](Br)=[CH:18][CH:17]=1.Br[C:24]1C=CC=CC=1>>[Cl:15][C:16]1[CH:21]=[CH:20][C:19]([CH2:12][C:3]2[C:2]([O:1][CH3:24])=[CH:11][C:10]3[C:5](=[CH:6][CH:7]=[CH:8][CH:9]=3)[CH:4]=2)=[CH:18][CH:17]=1. Starting materials: OC=1C(=CC2=CC=CC=C2C1)C(=O)O (3-hydroxy-2-naphthoic acid), ClC1=CC=C(C=C1)Br (4-chlorobromobenzene), BrC1=CC=CC=C1 (bromobenzene). Yields the product ClC1=CC=C(CC2=CC3=CC=CC=C3C=C2OC)C=C1 (2-(4-chlorobenzyl)-3-methoxynaphthalene). Procedure details: Using 3-hydroxy-2-naphthoic acid as the starting material, and 4-chlorobromobenzene to replace bromobenzene, the procedures of Examples 3-7 were repeated to obtain the compound 2-(4-chlorobenzyl)-3-methoxynaphthalene. Reactants: COC(=O)c1ccccc1CBr, FC(F)(F)c1ccc(CBr)o1, Cc1noc2cc3c(cc12)C1(CO3)C(=O)Nc2ccccc21, O=C1Nc2ccccc2C12COc1cc3c(cc12)CCO3. Yields the product COC(=O)c1ccccc1CN1C(=O)C2(COc3cc4c(cc32)CCO4)c2ccccc21. RXN SMILES: [Br:44][CH2:45][c:46]1[c:47]([C:48](=[O:49])[O:50][CH3:51])[cH:52][cH:53][cH:54][cH:55]1.[Br:56][CH2:57][c:58]1[o:59][c:60]([C:61]([F:62])([F:63])[F:64])[cH:65][cH:66]1.[CH3:22][c:23]1[c:24]2[cH:25][c:26]3[c:39]([cH:40][c:41]2[o:42][n:43]1)[O:38][CH2:37][C:27]31[c:28]2[c:29]([cH:30][cH:31][cH:32][cH:33]2)[NH:34][C:35]1=[O:36].[NH:1]1[C:2](=[O:21])[C:3]2([c:4]3[c:5]([cH:8][c:9]4[c:13]([cH:14]3)[CH2:12][CH2:11][O:10]4)[O:6][CH2:7]2)[c:15]2[cH:16][cH:17][cH:18][cH:19][c:20]21>>[N:1]1([CH2:45][c:46]2[c:47]([C:48](=[O:49])[O:50][CH3:51])[cH:52][cH:53][cH:54][cH:55]2)[C:2](=[O:21])[C:3]2([c:4]3[c:5]([cH:8][c:9]4[c:13]([cH:14]3)[CH2:12][CH2:11][O:10]4)[O:6][CH2:7]2)[c:15]2[cH:16][cH:17][cH:18][cH:19][c:20]21. The reactants are [Si](C)(C)(C(C)(C)C)OC=1C=CC2=C(CCCC(C2)C2=C(C=C(C=C2)OC)CCN)C1 ({2-[2-(tert-butyldimethylsilyloxy)-6,7,8,9-tetrahydro-5H-benzocyclohepten-6-yl]-5-methoxyphenyl}ethylamine), Cl.N1(CCCCCC1)CCOC1=CC=C(C(=O)O)C=C1 (4-(2-azepan-1-ylethoxy)benzoic acid hydrochloride), N1(CCCCCC1)CCOC1=CC=C(CNCCC2=C(C=CC(=C2)OC)C2CC3=C(CCC2)C=C(C=C3)O[Si](C)(C)C(C)(C)C)C=C1 ([4-(2-azepan-1-ylethoxy)benzyl]{2-[2-(tert-butyldimethylsilyloxy)-6,7,8,9-tetrahydro-5H-benzocyclohepten-6-yl]-5-methoxyphenyl}ethylamine). Yields the product N1(CCCCCC1)CCOC1=CC=C(CCCNC2=C(C=CC(=C2)OC)C2CC3=C(CCC2)C=C(C=C3)O)C=C1 (6-{2-{[4-(2-Azepan-1-ylethoxy)benzyl]ethylamino}-4-methoxyphenyl}-6,7,8,9-tetrahydro-5H-benzocyclohepten-2-ol). Reaction SMILES: [Si]([O:8][C:9]1[CH:10]=[CH:11][C:12]2[CH2:18][CH:17]([C:19]3[CH:24]=[CH:23][C:22]([O:25][CH3:26])=[CH:21][C:20]=3CCN)[CH2:16][CH2:15][CH2:14][C:13]=2[CH:30]=1)(C(C)(C)C)(C)C.Cl.[N:32]1([CH2:39][CH2:40][O:41][C:42]2[CH:50]=[CH:49][C:45]([C:46](O)=O)=[CH:44][CH:43]=2)[CH2:38][CH2:37][CH2:36][CH2:35][CH2:34][CH2:33]1.[N:51]1(CCOC2C=CC(CNCCC3C=C(OC)C=CC=3C3CCCC4C=C(O[Si](C(C)(C)C)(C)C)C=CC=4C3)=CC=2)CCCC[CH2:53][CH2:52]1>>[N:32]1([CH2:39][CH2:40][O:41][C:42]2[CH:50]=[CH:49][C:45]([CH2:46][CH2:53][CH2:52][NH:51][C:20]3[CH:21]=[C:22]([O:25][CH3:26])[CH:23]=[CH:24][C:19]=3[CH:17]3[CH2:16][CH2:15][CH2:14][C:13]4[CH:30]=[C:9]([OH:8])[CH:10]=[CH:11][C:12]=4[CH2:18]3)=[CH:44][CH:43]=2)[CH2:38][CH2:37][CH2:36][CH2:35][CH2:34][CH2:33]1 |f:1.2|. Procedure: Synthesized from {2-[2-(tert-butyldimethylsilyloxy)-6,7,8,9-tetrahydro-5H-benzocyclohepten-6-yl]-5-methoxyphenyl}ethylamine and 4-(2-azepan-1-ylethoxy)benzoic acid hydrochloride according to an analogous synthetic method to Example 152, [4-(2-azepan-1-ylethoxy)benzyl]{2-[2-(tert-butyldimethylsilyloxy)-6,7,8,9-tetrahydro-5H-benzocyclohepten-6-yl]-5-methoxyphenyl}ethylamine (584 mg) was used according to an analogous synthetic method to Example 325 described below to provide the title compound (42...